From a dataset of the Open Reaction Database (ORD), a public repository of structured organic reaction records. describe an organic reaction: reactants, conditions, products, and yield The reactants are CCOC(=O)c1cc(-c2cncc(C)c2)ccc1-c1cnccn1, CC(C)O, Cl, [Li+], [OH-], O. The product is Cc1cncc(-c2ccc(-c3cnccn3)c(C(=O)O)c2)c1. As a reaction SMILES: [CH3:1][c:2]1[cH:3][c:4](-[c:8]2[cH:9][cH:10][c:11](-[c:19]3[n:20][cH:21][cH:22][n:23][cH:24]3)[c:12]([C:13](=[O:14])[O:15][CH2:16][CH3:17])[cH:18]2)[cH:5][n:6][cH:7]1.[CH:29]([OH:30])([CH3:31])[CH3:32].[ClH:27].[Li+:25].[OH-:26].[OH2:28]>>[CH3:1][c:2]1[cH:3][c:4](-[c:8]2[cH:9][cH:10][c:11](-[c:19]3[n:20][cH:21][cH:22][n:23][cH:24]3)[c:12]([C:13](=[O:14])[OH:15])[cH:18]2)[cH:5][n:6][cH:7]1.